From a dataset of the Open Reaction Database (ORD), a public repository of structured organic reaction records. describe an organic reaction: reactants, conditions, products, and yield Starting materials: NC1=CC=CC=C1 (aniline), NC1=C(C=CC(=C1)OCCC(C)C)NC(COC1=CC(=CC=C1)OC)=O (N-[2-Amino-4-(3-methylbutoxy)phenyl]-2-(3-methoxyphenoxy)acetamide), C(C(C)C)=O (isobutyraldehyde), resultant solution, C(C(C)C)=O (isobutyraldehyde), [BH3-]C#N.[Na+] (NaCNBH3), C(C(C)C)=O (isobutyraldehyde). Reagents/catalysts: [BH3-]C#N.[Na+].[Cl-].[Cl-].[Zn+2] (NaCNBH3 ZnCl2), [Cl-].[Cl-].[Zn+2] (ZnCl2). The solvent is CO (MeOH), C1CCOC1 (THF), CCOC(=O)C (EtOAc), CO (MeOH). Conditions: time 15 minute. The product is C(C(C)C)NC1=C(C=CC(=C1)OCCC(C)C)NC(COC1=CC(=CC=C1)OC)=O (N-[2-(Isobutylamino)-4-(3-methylbutoxy)phenyl]-2-(3-methoxyphenoxy)acetamide). Yield: 84.1%. RXN SMILES: [NH2:1][C:2]1[CH:7]=[C:6]([O:8][CH2:9][CH2:10][CH:11]([CH3:13])[CH3:12])[CH:5]=[CH:4][C:3]=1[NH:14][C:15](=[O:26])[CH2:16][O:17][C:18]1[CH:23]=[CH:22][CH:21]=[C:20]([O:24][CH3:25])[CH:19]=1.[CH:27](=O)[CH:28]([CH3:30])[CH3:29].[BH3-]C#N.[Na+].NC1C=CC=CC=1>CCOC(C)=O.[Cl-].[Cl-].[Zn+2].[BH3-]C#N.[Na+].[Cl-].[Cl-].[Zn+2].CO.C1COCC1>[CH2:27]([NH:1][C:2]1[CH:7]=[C:6]([O:8][CH2:9][CH2:10][CH:11]([CH3:13])[CH3:12])[CH:5]=[CH:4][C:3]=1[NH:14][C:15](=[O:26])[CH2:16][O:17][C:18]1[CH:23]=[CH:22][CH:21]=[C:20]([O:24][CH3:25])[CH:19]=1)[CH:28]([CH3:30])[CH3:29] |f:2.3,6.7.8,9.10.11.12.13|. Procedure details: A 1 L 3-neck flask fitted with a stir-bar, addition funnel, and an Ar inlet was charged with aniline 49b (11.0 g, 30.7 mmol), THF (110 mL), and MeOH (30 mL). To the resultant solution was added isobutyraldehyde (3.10 g, 3.92 mL, 43.0 mmol), and the mixture stirred 15 min at rt. Meanwhile, in a 250 mL flask fitted with a stir-bar and septum with an Ar inlet, NaCNBH3 (1M in THF, 43 mL, 43.0 mmol) was added to MeOH (100 mL) followed by ZnCl2 (1M in Et2O, 21.5 mL, 21.5 mmol) forming a cloudy mixture...